From a dataset of the Open Reaction Database (ORD), a public repository of structured organic reaction records. describe an organic reaction: reactants, conditions, products, and yield Reactants: Cl.Cl.NC=1C=C(C(=O)OC)C=C(C1)N (methyl 3,5-diaminobenzoate dihydrochloride), COCC(=O)Cl (methoxyacetyl chloride). Run in N1=CC=CC=C1 (pyridine). Reaction conditions: time 2 hour. The product is COCC(=O)NC=1C=C(C(=O)OC)C=C(C1)NC(COC)=O (methyl 3,5-bis(methoxyacetylamino)benzoate). As a reaction SMILES: Cl.Cl.[NH2:3][C:4]1[CH:5]=[C:6]([CH:11]=[C:12]([NH2:14])[CH:13]=1)[C:7]([O:9][CH3:10])=[O:8].[CH3:15][O:16][CH2:17][C:18](Cl)=[O:19]>N1C=CC=CC=1>[CH3:15][O:16][CH2:17][C:18]([NH:3][C:4]1[CH:5]=[C:6]([CH:11]=[C:12]([NH:14][C:18](=[O:19])[CH2:17][O:16][CH3:15])[CH:13]=1)[C:7]([O:9][CH3:10])=[O:8])=[O:19] |f:0.1.2|. Reported procedure: To a solution of methyl 3,5-diaminobenzoate dihydrochloride (7.2 g) in pyridine (100 ml) is added dropwise methoxyacetyl chloride (6.0 ml) at room temperature. The mixture is stirred at room temperature for 2 hours, and thereafter, pyridine is distilled off under reduced pressure. To the residue is added water and chloroform. The organic layer is separated and washed with water and then with aqueous saturated sodium chloride solution, dired over anhydrous sodium sulfate, and distilled under redu... Starting materials: ClC1=NC=CC(=N1)C=1C(=NN2C1C=CC=C2)C=2C=C(C=CC2)NC(C(F)(F)F)=O (N-{3-[3-(2-Chloro-4-pyrimidinyl)pyrazolo[1,5-a]pyridin-2-yl]phenyl}-2,2,2-trifluoroacetamide), CN(CCOC=1C=C(N)C=CC1)C (3-{[2-(dimethylamino)ethyl]oxy}aniline). The reagents and catalysts are Cl (HCl). Solvent: CC(C)O (i-PrOH), C(Cl)Cl (DCM). Run at temperature 80 celsius, time 8 hour. Product: CN(CCOC=1C=C(C=CC1)NC1=NC=CC(=N1)C=1C(=NN2C1C=CC=C2)C=2C=C(C=CC2)NC(C(F)(F)F)=O)C (N-[3-(3-{2-[(3-{[2-(Dimethylamino)ethyl]oxy}phenyl)amino]-4-pyrimidinyl}pyrazolo[1,5-a]pyridin-2-yl)phenyl]-2,2,2-trifluoroacetamide). The yield is 84.0%. As a reaction SMILES: Cl[C:2]1[N:7]=[C:6]([C:8]2[C:9]([C:17]3[CH:18]=[C:19]([NH:23][C:24](=[O:29])[C:25]([F:28])([F:27])[F:26])[CH:20]=[CH:21][CH:22]=3)=[N:10][N:11]3[CH:16]=[CH:15][CH:14]=[CH:13][C:12]=23)[CH:5]=[CH:4][N:3]=1.[CH3:30][N:31]([CH3:42])[CH2:32][CH2:33][O:34][C:35]1[CH:36]=[C:37]([CH:39]=[CH:40][CH:41]=1)[NH2:38]>CC(O)C.Cl.C(Cl)Cl>[CH3:30][N:31]([CH3:42])[CH2:32][CH2:33][O:34][C:35]1[CH:36]=[C:37]([NH:38][C:2]2[N:7]=[C:6]([C:8]3[C:9]([C:17]4[CH:18]=[C:19]([NH:23][C:24](=[O:29])[C:25]([F:28])([F:27])[F:26])[CH:20]=[CH:21][CH:22]=4)=[N:10][N:11]4[CH:16]=[CH:15][CH:14]=[CH:13][C:12]=34)[CH:5]=[CH:4][N:3]=2)[CH:39]=[CH:40][CH:41]=1. Reported procedure: To a suspension of N-{3-[3-(2-chloro-4-pyrimidinyl)pyrazolo[1,5-a]pyridin-2-yl]phenyl}-2,2,2-trifluoroacetamide (150 mg, 0.36 mmol) (see Example 1, Step C) in i-PrOH (4 mL) were added 3-{[2-(dimethylamino)ethyl]oxy}aniline (80 mg, 0.45 mmol) and 12 N HCl (3 drops). The reaction was stirred overnight at 80° C. The crude reaction mixture was diluted with DCM and extracted with saturated aqueous NaHCO3. The organic layer was dried over Na2SO4, filtered, and purified by column chromatography to gene... Starting materials: BrCC(=O)OC (Methyl bromoacetate), C1(=CC=CC=C1)O (phenol), C(=O)([O-])[O-].[K+].[K+] (K2CO3), CN(C)C=O (DMF). The reagents and catalysts are [I-].C(CCC)[N+](CCCC)(CCCC)CCCC (tetrabutyl ammonium iodide). Run in CCOC(=O)C (EtOAc). Conditions: temperature 80 celsius. Product: COC(COC1=C(C=C(C=C1)C#N)C)=O ((4-Cyano-2-methylphenoxy)acetic acid methyl ester). Reaction SMILES: Br[CH2:2][C:3]([O:5][CH3:6])=[O:4].[C:7]1([OH:13])[CH:12]=[CH:11][CH:10]=[CH:9][CH:8]=1.[C:14]([O-])([O-])=O.[K+].[K+].[CH3:20][N:21](C=O)C>[I-].C([N+](CCCC)(CCCC)CCCC)CCC.CCOC(C)=O>[CH3:6][O:5][C:3](=[O:4])[CH2:2][O:13][C:7]1[CH:12]=[CH:11][C:10]([C:20]#[N:21])=[CH:9][C:8]=1[CH3:14] |f:2.3.4,6.7|. Reported procedure: Methyl bromoacetate (0.56 mL, 5.92 mmol) is added to a solution of phenol (0.70 g, 5.29 mmol), K2CO3 (1.6 g, 11.6 mmol) and tetrabutyl ammonium iodide (0.57 g, 1.53 mmol) in 30 mL of DMF. The resulting solution is heated to 80° C. for 16 hours. The solution is then cooled to ambient temperatures. The solution is diluted with EtOAc. The resulting solution is washed with H2O and saturated NaCl. The organic layer is dried over MgSO4, filtered and concentrated. The crude product is purified by colum...